This data is from the Open Reaction Database (ORD), a public repository of structured organic reaction records. The task is: describe an organic reaction: reactants, conditions, products, and yield The reactants are NC1CCC(Nc2ccnc3cc(Cl)ccc23)CC1, O=S(=O)(Cl)c1ccc(Cl)cc1, c1ccncc1. As a reaction SMILES: [Cl:1][c:2]1[cH:3][cH:4][c:5]2[c:6]([NH:12][CH:13]3[CH2:14][CH2:15][CH:16]([NH2:19])[CH2:17][CH2:18]3)[cH:7][cH:8][n:9][c:10]2[cH:11]1.[Cl:20][c:21]1[cH:22][cH:23][c:24]([S:27](=[O:28])(=[O:29])[Cl:30])[cH:25][cH:26]1.[cH:31]1[cH:32][cH:33][n:34][cH:35][cH:36]1>>[Cl:1][c:2]1[cH:3][cH:4][c:5]2[c:6]([NH:12][CH:13]3[CH2:14][CH2:15][CH:16]([NH:19][S:27]([c:24]4[cH:23][cH:22][c:21]([Cl:20])[cH:26][cH:25]4)(=[O:28])=[O:29])[CH2:17][CH2:18]3)[cH:7][cH:8][n:9][c:10]2[cH:11]1. Product: O=S(=O)(NC1CCC(Nc2ccnc3cc(Cl)ccc23)CC1)c1ccc(Cl)cc1. Starting materials: FC1=C(C=CC=C1)B(O)O (2-fluorophenylboronic acid), ClC1=C2C(=NN=C1C1=CC=CC=C1)N(N=C2I)CC(=O)N2CCCC2 (2-(4-chloro-3-iodo-5-phenyl-1H-pyrazolo[3,4-c]pyridazin-1-yl)-1-(pyrrolidin-1-yl)ethanone). The product is ClC1=C2C(=NN=C1C1=CC=CC=C1)N(N=C2C2=C(C=CC=C2)F)CC(=O)N2CCCC2 (2-[4-chloro-3-(2-fluorophenyl)-5-phenyl-pyrazolo[3,4-c]pyridazin-1-yl]-1-pyrolidin-1-yl-ethanone). Reaction SMILES: [F:1][C:2]1[CH:7]=[CH:6][CH:5]=[CH:4][C:3]=1B(O)O.[Cl:11][C:12]1[C:17]([C:18]2[CH:23]=[CH:22][CH:21]=[CH:20][CH:19]=2)=[N:16][N:15]=[C:14]2[N:24]([CH2:28][C:29]([N:31]3[CH2:35][CH2:34][CH2:33][CH2:32]3)=[O:30])[N:25]=[C:26](I)[C:13]=12>>[Cl:11][C:12]1[C:17]([C:18]2[CH:19]=[CH:20][CH:21]=[CH:22][CH:23]=2)=[N:16][N:15]=[C:14]2[N:24]([CH2:28][C:29]([N:31]3[CH2:35][CH2:34][CH2:33][CH2:32]3)=[O:30])[N:25]=[C:26]([C:3]3[CH:4]=[CH:5][CH:6]=[CH:7][C:2]=3[F:1])[C:13]=12. Procedure details: Compound 6 was synthesised according to Example 1, but using 2-fluorophenylboronic acid instead of 4-fluorophenylboronic acid and 2-(4-chloro-3-iodo-5-phenyl-1H-pyrazolo[3,4-c]pyridazin-1-yl)-1-(pyrrolidin-1-yl)ethanone instead of 2-(4-chloro-3-iodo-5-phenyl-pyrazolo[3,4-c]pyridazin-1-yl)-1-[(3R)-3-fluoropyrrolidin-1-yl]ethanone in Step 8. Reactants: [Cu+2], CCCCCCOc1cccc(C(N)=O)c1F, [Na+], [OH-], O=S(=O)([O-])[O-]. Yields the product CCCCCCOc1cccc(C(N)=O)c1O. Reaction SMILES: [Cu+2:25].[F:1][c:2]1[c:3]([C:4](=[O:5])[NH2:6])[cH:7][cH:8][cH:9][c:10]1[O:11][CH2:12][CH2:13][CH2:14][CH2:15][CH2:16][CH3:17].[Na+:19].[OH-:18].[S:20]([O-:21])([O-:22])(=[O:23])=[O:24]>>[c:2]1([OH:18])[c:3]([C:4](=[O:5])[NH2:6])[cH:7][cH:8][cH:9][c:10]1[O:11][CH2:12][CH2:13][CH2:14][CH2:15][CH2:16][CH3:17]. The reactants are C1=C(c2c[nH]c3ncccc23)CC2CCCN2C1, C1CCOC1, C[Si](C)(C)[N-][Si](C)(C)C, [Na+], O=S(=O)(Cl)c1cccc2ccccc12. Product: O=S(=O)(c1cccc2ccccc12)n1cc(C2=CCN3CCCC3C2)c2cccnc21. Reaction SMILES: [CH2:1]1[CH2:2][CH2:3][N:4]2[CH2:5][CH:6]=[C:7]([c:10]3[cH:11][nH:12][c:13]4[n:14][cH:15][cH:16][cH:17][c:18]34)[CH2:8][CH:9]12.[CH2:43]1[O:44][CH2:45][CH2:46][CH2:47]1.[CH3:34][Si:35]([N-:36][Si:37]([CH3:38])([CH3:39])[CH3:40])([CH3:41])[CH3:42].[Na+:33].[c:19]1([S:29](=[O:30])(=[O:31])[Cl:32])[cH:20][cH:21][cH:22][c:23]2[cH:24][cH:25][cH:26][cH:27][c:28]12>>[CH2:1]1[CH2:2][CH2:3][N:4]2[CH2:5][CH:6]=[C:7]([c:10]3[cH:11][n:12]([S:29]([c:19]4[cH:20][cH:21][cH:22][c:23]5[cH:24][cH:25][cH:26][cH:27][c:28]45)(=[O:30])=[O:31])[c:13]4[n:14][cH:15][cH:16][cH:17][c:18]34)[CH2:8][CH:9]12. The reactants are NC=1C=C(CNC(C(C)(C)C)=O)C=CC1Cl (N-(3-amino-4-chlorobenzyl)pivalamide), N(=O)[O-].[Na+] (NaNO2), O.O.Cl[Sn]Cl (SnCl2.2H2O). Run in Cl (HCl). Product: ClC1=C(C=C(CNC(C(C)(C)C)=O)C=C1)NN (N-(4-chloro-3-hydrazinylbenzyl)-2,2-dimethylpropanamide). Yield: 65169.4%. As a reaction SMILES: [NH2:1][C:2]1[CH:3]=[C:4]([CH:13]=[CH:14][C:15]=1[Cl:16])[CH2:5][NH:6][C:7](=[O:12])[C:8]([CH3:11])([CH3:10])[CH3:9].[N:17]([O-])=O.[Na+].O.O.Cl[Sn]Cl>Cl>[Cl:16][C:15]1[CH:14]=[CH:13][C:4]([CH2:5][NH:6][C:7](=[O:12])[C:8]([CH3:11])([CH3:10])[CH3:9])=[CH:3][C:2]=1[NH:1][NH2:17] |f:1.2,3.4.5|. Procedure details: The title compound was prepared according to the procedure described in step-1 of Intermediate-61 by using N-(3-amino-4-chlorobenzyl)pivalamide (1.80 g), NaNO2 (0.62 g, 0.009 mmol), SnCl2.2H2O (4.2 g, 0.018 mmol) and conc. HCl (30 mL) to afford 1.5 g of the desired product.